From a dataset of the Open Reaction Database (ORD), a public repository of structured organic reaction records. describe an organic reaction: reactants, conditions, products, and yield Reactants: C(C)(C)(C)C(=O)CN1C(C(CN(C2=C1C=CC=C2)C2CCCCC2)NC(=O)OC(C)(C)C)=O ((±)-1-tert-butylcarbonylmethyl-2-oxo-3-tert-butoxycarbonylamino-5-cyclohexyl-1,3,4,5-tetrahy dro-2H-1,5-benzodiazepine). Solvent: C(C)O (ethanol), Cl.O1CCOCC1 (hydrochloric acid dioxane). Reaction conditions: temperature 50 celsius, time 30 minute. Yields the product C(C)(C)(C)C(=O)CN1C(C(CN(C2=C1C=CC=C2)C2CCCCC2)N)=O ((±)-1-tert-butylcarbonylmethyl-2-oxo-3-amino-5-cyclohexyl-1,3,4,5-tetrahydro-2H-1,5-benzodiazepine). Reaction SMILES: [C:1]([C:5]([CH2:7][N:8]1[C:14]2[CH:15]=[CH:16][CH:17]=[CH:18][C:13]=2[N:12]([CH:19]2[CH2:24][CH2:23][CH2:22][CH2:21][CH2:20]2)[CH2:11][CH:10]([NH:25]C(OC(C)(C)C)=O)[C:9]1=[O:33])=[O:6])([CH3:4])([CH3:3])[CH3:2]>C(O)C.Cl.O1CCOCC1>[C:1]([C:5]([CH2:7][N:8]1[C:14]2[CH:15]=[CH:16][CH:17]=[CH:18][C:13]=2[N:12]([CH:19]2[CH2:24][CH2:23][CH2:22][CH2:21][CH2:20]2)[CH2:11][CH:10]([NH2:25])[C:9]1=[O:33])=[O:6])([CH3:4])([CH3:2])[CH3:3] |f:2.3|. Procedure: To a solution of (±)-1-tert-butylcarbonylmethyl-2-oxo-3-tert-butoxycarbonylamino-5-cyclohexyl-1,3,4,5-tetrahy dro-2H-1,5-benzodiazepine (2.2 g) in ethanol (10 mL), 4 N hydrochloric acid-dioxane solution (10 mL) was added. The resulting mixture was stirred at 50° C. for 30 minutes. The reaction mixture was concentrated under reduced pressure, and a saturated aqueous solution of sodium hydrogencarbonate was added to the residue for neutralization. The resultant mixture was extracted with methylene... Starting materials: OC1=C(C=C(C=C1)C)S(=O)(=O)N (2-hydroxy-5-methylphenylsulfonamide), C([O-])([O-])=O.[K+].[K+] (potassium carbonate), C(C#C)Br (propargyl bromide). Solvent: C(C)#N (acetonitrile). Conditions: temperature 50 celsius, time 4.5 hour. The product is CC=1C=CC(=C(C1)S(=O)(=O)N)OCC#C (5-Methyl-2-propargyloxyphenylsulfonamide). Reaction SMILES: [OH:1][C:2]1[CH:7]=[CH:6][C:5]([CH3:8])=[CH:4][C:3]=1[S:9]([NH2:12])(=[O:11])=[O:10].C(=O)([O-])[O-].[K+].[K+].[CH2:19](Br)[C:20]#[CH:21]>C(#N)C>[CH3:8][C:5]1[CH:6]=[CH:7][C:2]([O:1][CH2:21][C:20]#[CH:19])=[C:3]([S:9]([NH2:12])(=[O:10])=[O:11])[CH:4]=1 |f:1.2.3|. Procedure: A mixture of 24.3 g of 2-hydroxy-5-methylphenylsulfonamide, 36.0 g of potassium carbonate, 16.7 g of propargyl bromide and 500 ml of acetonitrile is stirred at 50° C. for 4.5 hours. The reaction mixture is then filtered, and concentrated by evaporation. The yield after recrystallisation from ethyl acetate is 23.9 g of 5-methyl-2-propargyloxyphenylsulfonamide, m.p. 169°-170° C. Procedure details: To a mixture of 3-(1-methyl-1H-tetrazol-5-yl)thiomethyl-7-[2-(2-propanesulfonylamino-1,3-thiazol-4-yl)glyoxylamido]-3-cephem-4-carboxylic acid, which can be represented as 3-(1-methyl-1H-tetrazol-5-yl)thiomethyl-7-[2-(2-propanesulfonylimino-2,3-dihydro-1,3-thiazol-4-yl)glyoxylamido]-3-cephem-4-carboxylic acid, (8.0 g.), methanol (160 ml.) and 1 N sodium hydroxide aqueous solution (13.6 ml.) was dropwise added a mixture of sodium borohydride (0.26 g.) and ethanol (15 ml.) over 20 minutes under st... The solvent is C(C)O (ethanol). Starting materials: CN1N=NN=C1SCC=1CS[C@H]2N(C1C(=O)O)C(C2NC(C(=O)C=2N=C(SC2)NS(=O)(=O)CCC)=O)=O (3-(1-methyl-1H-tetrazol-5-yl)thiomethyl-7-[2-(2-propanesulfonylamino-1,3-thiazol-4-yl)glyoxylamido]-3-cephem-4-carboxylic acid), [OH-].[Na+] (sodium hydroxide), [BH4-].[Na+] (sodium borohydride), CN1N=NN=C1SCC=1CS[C@H]2N(C1C(=O)O)C(C2NC(C(=O)C=2NC(SC2)=NS(=O)(=O)CCC)=O)=O (3-(1-methyl-1H-tetrazol-5-yl)thiomethyl-7-[2-(2-propanesulfonylimino-2,3-dihydro-1,3-thiazol-4-yl)glyoxylamido]-3-cephem-4-carboxylic acid), CO (methanol). Yields the product CN1N=NN=C1SCC=1CS[C@H]2N(C1C(=O)O)C(C2NC(C(C=2N=C(SC2)NS(=O)(=O)CCC)O)=O)=O (3-(1-methyl-1H-tetrazol-5-yl)thiomethyl-7-[2-hydroxy-2-(2-propanesulfonylamino-1,3-thiazol-4-yl)acetamido]-3-cephem-4-carboxylic acid). RXN SMILES: [CH3:1][N:2]1[C:6]([S:7][CH2:8][C:9]2[CH2:10][S:11][C@@H:12]3[CH:19]([NH:20][C:21](=[O:36])[C:22]([C:24]4[N:25]=[C:26]([NH:29][S:30]([CH2:33][CH2:34][CH3:35])(=[O:32])=[O:31])[S:27][CH:28]=4)=[O:23])[C:18](=[O:37])[N:13]3[C:14]=2[C:15]([OH:17])=[O:16])=[N:5][N:4]=[N:3]1.CO.[OH-].[Na+].[BH4-].[Na+]>C(O)C>[CH3:1][N:2]1[C:6]([S:7][CH2:8][C:9]2[CH2:10][S:11][C@@H:12]3[CH:19]([NH:20][C:21](=[O:36])[CH:22]([OH:23])[C:24]4[N:25]=[C:26]([NH:29][S:30]([CH2:33][CH2:34][CH3:35])(=[O:32])=[O:31])[S:27][CH:28]=4)[C:18](=[O:37])[N:13]3[C:14]=2[C:15]([OH:17])=[O:16])=[N:5][N:4]=[N:3]1 |f:2.3,4.5|. Starting materials: BrC1=C(C=C(C=C1)C=1OC(CN1)OC)C(Br)Br (2-[4-bromo-3-(dibromomethyl)-phenyl]-5-methoxy-oxazoline), C1CCC2=NCCCN2CC1 (DBU), N1CCOCC1 (morpholine), CC(C)([O-])C.[K+] (Potassium tert-butoxide), potassium tert-butoxide THF, Cl (HCl). Solvent: CCOC(=O)C (EtOAc), O (water). Reaction conditions: temperature 60 celsius, time 5 hour. Yields the product BrC1=C(C=C(C=C1)C=1OC=CN1)C=O (2-[4-Bromo-3-(formyl)-phenyl]oxazole). Isolated yield 72.3%. As a reaction SMILES: [Br:1][C:2]1[CH:7]=[CH:6][C:5]([C:8]2[O:9][CH:10](OC)[CH2:11][N:12]=2)=[CH:4][C:3]=1[CH:15](Br)Br.C1CCN2C(=NCCC2)CC1.N1CC[O:32]CC1.CC(C)([O-])C.[K+].Cl>CCOC(C)=O.O>[Br:1][C:2]1[CH:7]=[CH:6][C:5]([C:8]2[O:9][CH:10]=[CH:11][N:12]=2)=[CH:4][C:3]=1[CH:15]=[O:32] |f:3.4|. Reported procedure: A 1 L round bottom flask was charged with 2-[4-bromo-3-(dibromomethyl)-phenyl]-5-methoxy-oxazoline (27.8 g, 67.1 mmol), DBU (24.1 mL, 161.2 mmol) and morpholine (56.4 mL, 646.7 mmol). The mixture was heated at 60° C. for 2.5 hours. HPLC indicated the starting material had disappeared. The reaction mixture was cooled to −10° C. to 0° C. in an ice/acetone bath. The stirring stopped. Potassium tert-butoxide (1 M in THF, 350 mL) was added dropwise in 0.5 hours. The stirring started after ˜20 mL of p... The reactants are [BH4-], CO, Cc1cccc(C=O)n1, [Na+], O=S(=O)(O)O. Yields the product Cc1cccc(CO)n1. RXN SMILES: [BH4-:10].[CH3:17][OH:18].[CH3:1][c:2]1[cH:3][cH:4][cH:5][c:6]([CH:8]=[O:9])[n:7]1.[Na+:11].[S:12](=[O:13])(=[O:14])([OH:15])[OH:16]>>[CH3:1][c:2]1[cH:3][cH:4][cH:5][c:6]([CH2:8][OH:9])[n:7]1. Product: O=C(NC1CCN(Cc2ccccc2)C1)c1cccc(-c2cnc3c(c2)N(Cc2cc(Cl)ccc2C(F)(F)F)CCN3)c1. Starting materials: O=C(O)c1cccc(-c2cnc3c(c2)N(Cc2cc(Cl)ccc2C(F)(F)F)CCN3)c1, NC1CCN(Cc2ccccc2)C1. As a reaction SMILES: [Cl:1][c:2]1[cH:3][cH:4][c:5]([C:28]([F:29])([F:30])[F:31])[c:6]([CH2:7][N:8]2[c:9]3[c:10]([n:14][cH:15][c:16](-[c:18]4[cH:19][c:20]([C:21](=[O:22])[OH:23])[cH:24][cH:25][cH:26]4)[cH:17]3)[NH:11][CH2:12][CH2:13]2)[cH:27]1.[NH2:32][CH:33]1[CH2:34][N:35]([CH2:38][c:39]2[cH:40][cH:41][cH:42][cH:43][cH:44]2)[CH2:36][CH2:37]1>>[Cl:1][c:2]1[cH:3][cH:4][c:5]([C:28]([F:29])([F:30])[F:31])[c:6]([CH2:7][N:8]2[c:9]3[c:10]([n:14][cH:15][c:16](-[c:18]4[cH:19][c:20]([C:21](=[O:22])[NH:32][CH:33]5[CH2:34][N:35]([CH2:38][c:39]6[cH:40][cH:41][cH:42][cH:43][cH:44]6)[CH2:36][CH2:37]5)[cH:24][cH:25][cH:26]4)[cH:17]3)[NH:11][CH2:12][CH2:13]2)[cH:27]1. Solvent: O1CCCC1 (tetrahydrofuran). Yield: 94.9%. The product is BrC=1C(=C(SC1)C(=O)NC1=NN=NN1)OC(C)C (4-Bromo-3-(1-methylethoxy)-N-1H-tetrazol-5-yl-2-thiophenecarboxamide). The reactants are ice water, Cl (HCl), C(=O)(N1C=NC=C1)N1C=NC=C1 (1,1'-Carbonyldiimidazole), BrC=1C(=C(SC1)C(=O)O)OC(C)C (4-bromo-3-(1-methylethoxy)-2-thiophenecarboxylic acid), NC1=NN=NN1 (5-Aminotetrazole). Reaction SMILES: C(N1C=CN=C1)(N1C=CN=C1)=O.[Br:13][C:14]1[C:15]([O:22][CH:23]([CH3:25])[CH3:24])=[C:16]([C:19](O)=[O:20])[S:17][CH:18]=1.[NH2:26][C:27]1[NH:31][N:30]=[N:29][N:28]=1.Cl>O1CCCC1>[Br:13][C:14]1[C:15]([O:22][CH:23]([CH3:25])[CH3:24])=[C:16]([C:19]([NH:26][C:27]2[NH:31][N:30]=[N:29][N:28]=2)=[O:20])[S:17][CH:18]=1. Reported procedure: 1,1'-Carbonyldiimidazole (2.2 g, 14 mmoles) is added to a solution of 4-bromo-3-(1-methylethoxy)-2-thiophenecarboxylic acid (3.5 g, 13 mmoles) in tetrahydrofuran (50 mL) under argon. The mixture is stirred and heated under reflux for 1.5 hours. 5-Aminotetrazole (1.1 g, 13 mmoles) is added, and heating under reflux continued for 2.5 additional hours. The mixture is then stirred into ice water (200 mL) and acidified with concentrated HCl. After 1 hour the precipitate is filtered off, rinsed with w... Starting materials: C(C1=CC=CC=C1)(=O)C1=C(C=CC(=C1)Cl)NC(=O)NC(C)C (1-(2-benzoyl-4-chlorophenyl)-3-isopropylurea), Cl.NO (hydroxylamine hydrochloride). Solvent: C(C)O (ethanol). Yields the product N1C([N+](=CC2=CC=CC=C12)[O-])=O (2(1H)-quinazolinone 3-oxide). As a reaction SMILES: C([C:9]1[CH:14]=[C:13](Cl)[CH:12]=[CH:11][C:10]=1[NH:16][C:17]([NH:19][CH:20](C)C)=[O:18])(=O)C1C=CC=CC=1.Cl.N[OH:25]>C(O)C>[NH:16]1[C:10]2[C:9](=[CH:14][CH:13]=[CH:12][CH:11]=2)[CH:20]=[N+:19]([O-:25])[C:17]1=[O:18] |f:1.2|. Reported procedure: A stirred mixture of 6.34 g (0.02 mole) of 1-(2-benzoyl-4-chlorophenyl)-3-isopropylurea and 4.17 g (0.06 mole) of hydroxylamine hydrochloride in 100 ml of ethanol was refluxed for 48 hr, and then cooled. The suspended crystals were collected on a filter, washed with alcohol, and then dried in air to give 4.60 g (84%) of 6-chloro-4-phenyl-(2(1H)-quinazolinone 3-oxide as yellow crystals, mp 267°-269° (dec.). The reactants are BrBr, CC(=O)O, CCCn1cnc2ccc(N)cc21. Yields the product CCCn1cnc2ccc(N)c(Br)c21. RXN SMILES: [Br:14][Br:15].[C:16]([OH:17])(=[O:18])[CH3:19].[CH2:1]([CH2:2][CH3:3])[n:4]1[cH:5][n:6][c:7]2[c:8]1[cH:9][c:10]([NH2:13])[cH:11][cH:12]2>>[CH2:1]([CH2:2][CH3:3])[n:4]1[cH:5][n:6][c:7]2[c:8]1[c:9]([Br:14])[c:10]([NH2:13])[cH:11][cH:12]2.